Dataset: the Open Reaction Database (ORD), a public repository of structured organic reaction records. Task: describe an organic reaction: reactants, conditions, products, and yield Starting materials: OC1=C(C=CC=C1)C1(CC1)C1=C(C=CC=C1)O (1,1-bis(2-hydroxyphenyl)cyclopropane), ClC(C(=O)O)Cl (dichloroacetic acid), C([O-])([O-])=O.[K+].[K+] (potassium carbonate), [I-].[K+] (potassium iodide), 8, ClC(C(=O)O)Cl (dichloroacetic acid). The solvent is C(C)(C)O (isopropyl alcohol). Conditions: time 24 hour. The product is C1=CC=CC=2OC(OC3=C(C4(C21)CC4)C=CC=C3)C(=O)O (Spiro(cyclopropane-1,12'(12'H)-dibenzo[d,g][1,3]dioxocin)-6'-carboxylic Acid). Reaction SMILES: [OH:1][C:2]1[CH:7]=[CH:6][CH:5]=[CH:4][C:3]=1[C:8]1([C:11]2[CH:16]=[CH:15][CH:14]=[CH:13][C:12]=2[OH:17])[CH2:10][CH2:9]1.C(=O)([O-])[O-].[K+].[K+].[I-].[K+].Cl[CH:27](Cl)[C:28]([OH:30])=[O:29]>C(O)(C)C>[CH:4]1[C:3]2[C:8]3([CH2:10][CH2:9]3)[C:11]3[CH:16]=[CH:15][CH:14]=[CH:13][C:12]=3[O:17][CH:27]([C:28]([OH:30])=[O:29])[O:1][C:2]=2[CH:7]=[CH:6][CH:5]=1 |f:1.2.3,4.5|. Procedure details: An 18.5 g (0.082 mole) sample of unpurified 1,1-bis(2-hydroxyphenyl)cyclopropane was combined with 44.0 g (0.32 mole) of potassium carbonate, 2.0 g (0.012 mole) of potassium iodide, 8.0 ml of dichloroacetic acid, and 400 ml of isopropyl alcohol. The mixture was heated at reflux with stirring for 24 hours. Another 8 0 ml of dichloroacetic acid was added and the mixture heated at reflux with stirring for another 48 hours. The volatiles were then removed by evaporation under reduced pressure. The s... Reactants: N#Cc1ccc2c(c1)CC(NS(=O)(=O)c1ccccc1)CN2, O=C(Cl)c1ccccc1, ClCCl, c1ccncc1. Product: N#Cc1ccc2c(c1)CC(NS(=O)(=O)c1ccccc1)CN2C(=O)c1ccccc1. As a reaction SMILES: [C:1](#[N:2])[c:3]1[cH:4][c:5]2[c:10]([cH:11][cH:12]1)[NH:9][CH2:8][CH:7]([NH:13][S:14](=[O:15])(=[O:16])[c:17]1[cH:18][cH:19][cH:20][cH:21][cH:22]1)[CH2:6]2.[C:29]([c:30]1[cH:31][cH:32][cH:33][cH:34][cH:35]1)(=[O:36])[Cl:37].[Cl:38][CH2:39][Cl:40].[cH:23]1[cH:24][cH:25][n:26][cH:27][cH:28]1>>[C:1](#[N:2])[c:3]1[cH:4][c:5]2[c:10]([cH:11][cH:12]1)[N:9]([C:29]([c:30]1[cH:31][cH:32][cH:33][cH:34][cH:35]1)=[O:36])[CH2:8][CH:7]([NH:13][S:14](=[O:15])(=[O:16])[c:17]1[cH:18][cH:19][cH:20][cH:21][cH:22]1)[CH2:6]2. The reactants are CCc1cc(C#N)ccc1C=O, C1CCNCC1, CC(=O)CC(C)=O, CC(=O)O, ClCCl. Product: CCc1cc(C#N)ccc1C=C(C(C)=O)C(C)=O. As a reaction SMILES: [CH2:1]([CH3:2])[c:3]1[cH:4][c:5]([C:6]#[N:7])[cH:8][cH:9][c:10]1[CH:11]=[O:12].[CH2:24]1[CH2:25][CH2:26][NH:27][CH2:28][CH2:29]1.[CH3:13][C:14]([CH2:15][C:16]([CH3:17])=[O:18])=[O:19].[CH3:20][C:21](=[O:22])[OH:23].[Cl:30][CH2:31][Cl:32]>>[CH2:1]([CH3:2])[c:3]1[cH:4][c:5]([C:6]#[N:7])[cH:8][cH:9][c:10]1[CH:11]=[C:15]([C:14]([CH3:13])=[O:19])[C:16]([CH3:17])=[O:18]. The reactants are C(C1=CC=CC=C1)C=1C=C2C(NC(=NC2=CC1F)N1N=CC(=C1)C(=O)OCC)=O (ethyl 1-(6-benzyl-7-fluoro-4-oxo-3,4-dihydroquinazolin-2-yl)-1H-pyrazole-4-carboxylate), CNC (dimethylamine). Product: C(C1=CC=CC=C1)C=1C=C2C(=NC(=NC2=CC1F)N1N=CC(=C1)C(=O)O)N(C)C (1-(6-Benzyl-4-(dimethylamino)-7-fluoroquinazolin-2-yl)-1H-pyrazole-4-carboxylic acid). RXN SMILES: [CH2:1]([C:8]1[CH:9]=[C:10]2[C:15](=[CH:16][C:17]=1[F:18])[N:14]=[C:13]([N:19]1[CH:23]=[C:22]([C:24]([O:26]CC)=[O:25])[CH:21]=[N:20]1)[NH:12][C:11]2=O)[C:2]1[CH:7]=[CH:6][CH:5]=[CH:4][CH:3]=1.[CH3:30][NH:31][CH3:32]>>[CH2:1]([C:8]1[CH:9]=[C:10]2[C:15](=[CH:16][C:17]=1[F:18])[N:14]=[C:13]([N:19]1[CH:23]=[C:22]([C:24]([OH:26])=[O:25])[CH:21]=[N:20]1)[N:12]=[C:11]2[N:31]([CH3:32])[CH3:30])[C:2]1[CH:3]=[CH:4][CH:5]=[CH:6][CH:7]=1. Procedure: The above compound may be made analogous to Example 1 using ethyl 1-(6-benzyl-7-fluoro-4-oxo-3,4-dihydroquinazolin-2-yl)-1H-pyrazole-4-carboxylate in step D and dimethylamine in step E. MS (ESI): predicted mass calcd. for C21H18FN5O2, 391.1 Starting materials: C(C1=CC=CC=C1)(=O)OOC(C1=CC=CC=C1)=O (benzoyl peroxide), ClC1=C(C=CC=C1C)C1=CC=CC=C1 (2-chloro-3-methyl-[1,1'-biphenyl]), BrN1C(CCC1=O)=O (N-bromosuccinimide). Reagents/catalysts: C(C1=CC=CC=C1)(=O)OOC(C1=CC=CC=C1)=O (benzoyl peroxide). Run in C(Cl)(Cl)(Cl)Cl (carbon tetrachloride). Product: BrCC=1C(=C(C=CC1)C1=CC=CC=C1)Cl (3-bromomethyl-2-chloro-[1,1'-biphenyl]). Yield: 92.6%. RXN SMILES: [Cl:1][C:2]1[C:7]([CH3:8])=[CH:6][CH:5]=[CH:4][C:3]=1[C:9]1[CH:14]=[CH:13][CH:12]=[CH:11][CH:10]=1.C(OOC(=O)C1C=CC=CC=1)(=O)C1C=CC=CC=1.[Br:33]N1C(=O)CCC1=O>C(Cl)(Cl)(Cl)Cl.C(OOC(=O)C1C=CC=CC=1)(=O)C1C=CC=CC=1>[Br:33][CH2:8][C:7]1[C:2]([Cl:1])=[C:3]([C:9]2[CH:10]=[CH:11][CH:12]=[CH:13][CH:14]=2)[CH:4]=[CH:5][CH:6]=1. Procedure: A stirred solution of 2-chloro-3-methyl-[1,1'-biphenyl] (0.5 g, 0.0023 mole) in 8 ml of carbon tetrachloride was irradiated and heated to reflux with a 250 watt brooder lamp. A small amount of benzoyl peroxide was added and the reaction mixture refluxed for ten minutes. A second portion of benzoyl peroxide (total 0.01 g) was added, followed by N-bromosuccinimide (0.43 g, 0.0024 mole). The stirred reaction mixture was irradiated for 16 hours, then cooled, and then filtered. The filter cake was ri...